From a dataset of the Open Reaction Database (ORD), a public repository of structured organic reaction records. describe an organic reaction: reactants, conditions, products, and yield Reactants: O=C(CBr)c1ccsc1, CN1CCC(C(=O)OC(c2cccc(F)c2)c2cccc(F)c2)CC1, CCOC(C)=O. Product: [Br-], C[N+]1(CC(=O)c2ccsc2)CCC(C(=O)OC(c2cccc(F)c2)c2cccc(F)c2)CC1. RXN SMILES: [Br:1][CH2:2][C:3](=[O:4])[c:5]1[cH:6][s:7][cH:8][cH:9]1.[CH3:10][N:11]1[CH2:12][CH2:13][CH:14]([C:17](=[O:18])[O:19][CH:20]([c:21]2[cH:22][c:23]([F:27])[cH:24][cH:25][cH:26]2)[c:28]2[cH:29][c:30]([F:34])[cH:31][cH:32][cH:33]2)[CH2:15][CH2:16]1.[CH3:35][CH2:36][O:37][C:38]([CH3:39])=[O:40]>>[Br-:1].[CH2:2]([C:3](=[O:4])[c:5]1[cH:6][s:7][cH:8][cH:9]1)[N+:11]1([CH3:10])[CH2:12][CH2:13][CH:14]([C:17](=[O:18])[O:19][CH:20]([c:21]2[cH:22][c:23]([F:27])[cH:24][cH:25][cH:26]2)[c:28]2[cH:29][c:30]([F:34])[cH:31][cH:32][cH:33]2)[CH2:15][CH2:16]1. The reactants are C(=O)C1C2C=CC(C1)C2 (2-formyl-5-norbornene), C(#N)CC(=O)O (cyanoacetic acid), [OH-].[NH4+] (ammonium hydroxide), CN(C=O)C (dimethylformamide). Solvent: C1=CC=CC=C1 (benzene). Yields the product C(#N)CC=C1C2C=CC(C1)C2 (2-(2-cyanoethylidene)-bicyclo[2.2.1]hept-5-ene). The yield is 72.1%. Reaction SMILES: [CH:1]([CH:3]1[CH2:8][CH:7]2[CH2:9][CH:4]1[CH:5]=[CH:6]2)=O.[C:10]([CH2:12]C(O)=O)#[N:11].[OH-].[NH4+].CN(C)C=O>C1C=CC=CC=1>[C:10]([CH2:12][CH:1]=[C:3]1[CH2:8][CH:7]2[CH2:9][CH:4]1[CH:5]=[CH:6]2)#[N:11] |f:2.3|. Procedure: A stirred solution of 100 g (0.82 mol) of 2-formyl-5-norbornene (Aldrich Chemical Co.), 65 g (0.76 mol) of cyanoacetic acid, 2 ml of ammonium hydroxide (58%), 132 ml of dimethylformamide, and 170 ml benzene was heated to reflux and the water removed with a Dean-Stark trap. The reaction was allowed to continue until the evolution of carbon dioxide ceased (approx. 24 hrs.). Upon completion, the reaction was cooled and the solvent removed under reduced pressure. The residual oil was distilled under... Reactants: COC(=O)c1ccc(S(C)(=O)=O)c(CBr)c1Cl, O=C([O-])[O-], CCS, ClC(Cl)Cl, [K+], [K+], C1CCOC1. The product is CCSCc1c(S(C)(=O)=O)ccc(C(=O)OC)c1Cl. As a reaction SMILES: [Br:15][CH2:16][c:17]1[c:18]([Cl:31])[c:19]([C:20](=[O:21])[O:22][CH3:23])[cH:24][cH:25][c:26]1[S:27](=[O:28])(=[O:29])[CH3:30].[C:9](=[O:10])([O-:11])[O-:12].[CH2:6]([CH3:7])[SH:8].[CH:32]([Cl:33])([Cl:34])[Cl:35].[K+:13].[K+:14].[O:1]1[CH2:2][CH2:3][CH2:4][CH2:5]1>>[CH2:6]([CH3:7])[S:8][CH2:16][c:17]1[c:18]([Cl:31])[c:19]([C:20](=[O:21])[O:22][CH3:23])[cH:24][cH:25][c:26]1[S:27](=[O:28])(=[O:29])[CH3:30]. Starting materials: BrCc1ccccc1, CN(C)C=O, [H-], [Na+], COC(=O)c1ccc(OCc2ccc(Cl)cc2)cc1O. Product: COC(=O)c1ccc(OCc2ccc(Cl)cc2)cc1OCc1ccccc1. RXN SMILES: [Br:23][CH2:24][c:25]1[cH:26][cH:27][cH:28][cH:29][cH:30]1.[CH3:31][N:32]([CH3:33])[CH:34]=[O:35].[H-:22].[Na+:21].[OH:1][c:2]1[c:3]([C:4](=[O:5])[O:6][CH3:7])[cH:8][cH:9][c:10]([O:12][CH2:13][c:14]2[cH:15][cH:16][c:17]([Cl:20])[cH:18][cH:19]2)[cH:11]1>>[O:1]([c:2]1[c:3]([C:4](=[O:5])[O:6][CH3:7])[cH:8][cH:9][c:10]([O:12][CH2:13][c:14]2[cH:15][cH:16][c:17]([Cl:20])[cH:18][cH:19]2)[cH:11]1)[CH2:24][c:25]1[cH:26][cH:27][cH:28][cH:29][cH:30]1.